Dataset: the Open Reaction Database (ORD), a public repository of structured organic reaction records. Task: describe an organic reaction: reactants, conditions, products, and yield Reactants: O=C(Cl)c1ccccc1, ClC(Cl)Cl, COCCc1nc2c(N)nc3ccccc3c2n1CCCN. Product: COCCc1nc2c(N)nc3ccccc3c2n1CCCNC(=O)c1ccccc1. RXN SMILES: [C:23]([c:24]1[cH:25][cH:26][cH:27][cH:28][cH:29]1)(=[O:30])[Cl:31].[CH:32]([Cl:33])([Cl:34])[Cl:35].[NH2:1][CH2:2][CH2:3][CH2:4][n:5]1[c:6]([CH2:19][CH2:20][O:21][CH3:22])[n:7][c:8]2[c:9]([NH2:18])[n:10][c:11]3[cH:12][cH:13][cH:14][cH:15][c:16]3[c:17]12>>[NH:1]([CH2:2][CH2:3][CH2:4][n:5]1[c:6]([CH2:19][CH2:20][O:21][CH3:22])[n:7][c:8]2[c:9]([NH2:18])[n:10][c:11]3[cH:12][cH:13][cH:14][cH:15][c:16]3[c:17]12)[C:23]([c:24]1[cH:25][cH:26][cH:27][cH:28][cH:29]1)=[O:30].